From a dataset of the Open Reaction Database (ORD), a public repository of structured organic reaction records. describe an organic reaction: reactants, conditions, products, and yield The reactants are OC1=C2C=CC(NC2=C(C=C1C(CO)C=C)C)=O (5-Hydroxy-6-(2-hydroxy-1-vinylethyl)-8methylcarbostyril), C1(=CC=CC=C1)P(C1=CC=CC=C1)C1=CC=CC=C1 (triphenylphosphine), C(Cl)(Cl)(Cl)Cl (carbon tetrachloride), Cl (HCl). Solvent: N1=CC=CC=C1 (pyridine), CO (Methanol). Conditions: temperature 60 celsius, time 3 hour. The product is CC=1C=C2C(=C3C=CC(NC13)=O)OCC2C=C (5-methyl-2,3,6,7-tetrahydro-3-vinylfuro[2,3-f]quinoline-7-one). Yield: 95.9%. As a reaction SMILES: O[C:2]1[C:11]([CH:12]([CH:15]=[CH2:16])[CH2:13][OH:14])=[CH:10][C:9]([CH3:17])=[C:8]2[C:3]=1[CH:4]=[CH:5][C:6](=[O:18])[NH:7]2.C1(P(C2C=CC=CC=2)C2C=CC=CC=2)C=CC=CC=1.C(Cl)(Cl)(Cl)Cl.Cl>N1C=CC=CC=1.CO>[CH3:17][C:9]1[CH:10]=[C:11]2[CH:12]([CH:15]=[CH2:16])[CH2:13][O:14][C:2]2=[C:3]2[C:8]=1[NH:7][C:6](=[O:18])[CH:5]=[CH:4]2. Procedure details: 5-Hydroxy-6-(2-hydroxy-1-vinylethyl)-8methylcarbostyril (7.2 g) was dissolved in pyridine (50 ml), to which triphenylphosphine (25.0 g) and carbon tetrachloride (15 ml) were added in this order, followed by stirring at 60° C. for 3 hours. Methanol (50 ml) was added thereto and stirred for 1 hour. The reaction mixture was filtered. The filtrate was condensed under reduced pressure, to which 1N-HCl was added. Extraction was performed with chloroform. The chloroform phase was dried, and the solvent...